From a dataset of the Open Reaction Database (ORD), a public repository of structured organic reaction records. describe an organic reaction: reactants, conditions, products, and yield Reactants: FC(C1=CC(=NC=2N1N=CC2C(=O)O)C2=CC(=C(C=C2)C(F)(F)F)C)F (7-difluoromethyl-5-(3-methyl-4-trifluoromethyl-phenyl)-pyrazolo[1,5-a]pyrimidine-3-carboxylic acid), OCC(C)(C)NS(=O)(=O)C1=C(N=C(S1)N)C (2-amino-4-methyl-thiazole-5-sulfonic acid (2-hydroxy-1,1-dimethyl-ethyl)-amide). The product is OCC(C)(C)NS(=O)(=O)C1=C(N=C(S1)NC(=O)C=1C=NN2C1N=C(C=C2C(F)F)C2=CC(=C(C=C2)C(F)(F)F)C)C (7-Difluoromethyl-5-(3-methyl-4-trifluoromethyl-phenyl)-pyrazolo[1,5-a]pyrimidine-3-carboxylic acid [5-(2-hydroxy-1,1-dimethyl-ethylsulfamoyl)-4-methyl-thiazol-2-yl]-amide). As a reaction SMILES: [F:1][CH:2]([F:26])[C:3]1[N:8]2[N:9]=[CH:10][C:11]([C:12]([OH:14])=O)=[C:7]2[N:6]=[C:5]([C:15]2[CH:20]=[CH:19][C:18]([C:21]([F:24])([F:23])[F:22])=[C:17]([CH3:25])[CH:16]=2)[CH:4]=1.[OH:27][CH2:28][C:29]([NH:32][S:33]([C:36]1[S:40][C:39]([NH2:41])=[N:38][C:37]=1[CH3:42])(=[O:35])=[O:34])([CH3:31])[CH3:30]>>[OH:27][CH2:28][C:29]([NH:32][S:33]([C:36]1[S:40][C:39]([NH:41][C:12]([C:11]2[CH:10]=[N:9][N:8]3[C:3]([CH:2]([F:1])[F:26])=[CH:4][C:5]([C:15]4[CH:20]=[CH:19][C:18]([C:21]([F:23])([F:22])[F:24])=[C:17]([CH3:25])[CH:16]=4)=[N:6][C:7]=23)=[O:14])=[N:38][C:37]=1[CH3:42])(=[O:35])=[O:34])([CH3:31])[CH3:30]. Procedure details: The title compound was prepared from 7-difluoromethyl-5-(3-methyl-4-trifluoromethyl-phenyl)-pyrazolo[1,5-a]pyrimidine-3-carboxylic acid (example C.8) and 2-amino-4-methyl-thiazole-5-sulfonic acid (2-hydroxy-1,1-dimethyl-ethyl)-amide (example B.3) according to general procedure II. Yellow solid. MS (ISP) 617.2 [(M−H)−]; mp 271° C. Starting materials: ClC1=NC(=CC=C1Cl)Cl (2,3,6-Trichloropyridine), ClC1=C(C(=C(C(=N1)Cl)Cl)Cl)Cl (pentachloropyridine), NN (hydrazine), ClC1=NC(=CC=C1)Cl (2,6-dichloropyridine), ClC1=C(C(=C(C(=N1)Cl)Cl)Cl)Cl (pentachloropyridine), [H-].[Al+3].[Li+].[H-].[H-].[H-] (lithium aluminum hydride). The solvent is [OH-].[Na+] (sodium hydroxide), C(C)O.C(C)N(CC)CC (ethanol triethylamine). The product is ClC1=NC(=C(C=C1Cl)Cl)Cl (2,3,5,6-Tetrachloropyridine). RXN SMILES: ClC1C(Cl)=CC=C(Cl)N=1.ClC1C=CC=C(Cl)N=1.[Cl:18][C:19]1[N:24]=[C:23]([Cl:25])[C:22]([Cl:26])=[C:21](Cl)[C:20]=1[Cl:28].NN.[H-].[Al+3].[Li+].[H-].[H-].[H-]>C(O)C.C(N(CC)CC)C.[OH-].[Na+]>[Cl:25][C:23]1[C:22]([Cl:26])=[CH:21][C:20]([Cl:28])=[C:19]([Cl:18])[N:24]=1 |f:4.5.6.7.8.9,10.11,12.13|. Procedure: 2,3,6-Trichloropyridine is obtained, for example, in the chlorination of 2,6-dichloropyridine (EP Patent 239,904), in the treatment of pentachloropyridine with hydrazine in ethanol/triethylamine and sodium hydroxide solution (U.S. Pat. No. 3,947,457), and selectively in the reduction of pentachloropyridine with lithium aluminum hydride (F. Binns, S.M. Roberts, H. Suschitzky, J. Chem. Soc. C, (1970) (10), 1375-1380; J. Chem. Soc. D (1969) (20), 1211-1212). 2,3,5,6-Tetrachloropyridine can also be ... Reactants: CCOC(C)=O, CCCCCC, CSc1[nH]nc(-c2ccc(F)cc2)c1Cl, O=C(CCl)N1CCN(c2ccc(F)cc2)CC1, [K+], [K+], O=C([O-])[O-], CN(C)C=O. The product is CSc1nn(CC(=O)N2CCN(c3ccc(F)cc3)CC2)c(-c2ccc(F)cc2)c1Cl. As a reaction SMILES: [C:44]([O:45][CH2:46][CH3:47])(=[O:48])[CH3:49].[CH3:50][CH2:51][CH2:52][CH2:53][CH2:54][CH3:55].[Cl:1][c:2]1[c:3](-[c:9]2[cH:10][cH:11][c:12]([F:15])[cH:13][cH:14]2)[n:4][nH:5][c:6]1[S:7][CH3:8].[Cl:22][CH2:23][C:24](=[O:25])[N:26]1[CH2:27][CH2:28][N:29]([c:32]2[cH:33][cH:34][c:35]([F:38])[cH:36][cH:37]2)[CH2:30][CH2:31]1.[K+:16].[K+:17].[O-:18][C:19]([O-:20])=[O:21].[O:39]=[CH:40][N:41]([CH3:42])[CH3:43]>>[Cl:1][c:2]1[c:3](-[c:9]2[cH:10][cH:11][c:12]([F:15])[cH:13][cH:14]2)[n:4]([CH2:23][C:24](=[O:25])[N:26]2[CH2:27][CH2:28][N:29]([c:32]3[cH:33][cH:34][c:35]([F:38])[cH:36][cH:37]3)[CH2:30][CH2:31]2)[n:5][c:6]1[S:7][CH3:8]. Reactants: C(C1=CC=CC=C1)N1C(=NC=C1)CC(C(CC)=O)C(CC)=O (4-(1-benzyl-1H-imidazol-2-ylmethyl)-heptane-3,5-dione), CNN (methylhydrazine). Product: C(C1=CC=CC=C1)N1C(=NC=C1)CC=1C(=NN(C1CC)C)CC (4-(1-Benzyl-1H-imidazol-2-ylmethyl)-3,5-diethyl-1-methyl-1H-pyrazole). Reaction SMILES: [CH2:1]([N:8]1[CH:12]=[CH:11][N:10]=[C:9]1[CH2:13][CH:14]([C:19](=O)[CH2:20][CH3:21])[C:15](=O)[CH2:16][CH3:17])[C:2]1[CH:7]=[CH:6][CH:5]=[CH:4][CH:3]=1.[CH3:23][NH:24][NH2:25]>>[CH2:1]([N:8]1[CH:12]=[CH:11][N:10]=[C:9]1[CH2:13][C:14]1[C:19]([CH2:20][CH3:21])=[N:25][N:24]([CH3:23])[C:15]=1[CH2:16][CH3:17])[C:2]1[CH:7]=[CH:6][CH:5]=[CH:4][CH:3]=1. Procedure: 4-(1-Benzyl-1H-imidazol-2-ylmethyl)-3,5-diethyl-1-methyl-1H-pyrazole was prepared from 4-(1-benzyl-1H-imidazol-2-ylmethyl)-heptane-3,5-dione and methylhydrazine in analogy to Example 190 b): light yellow viscous oil; MS (ISP): 309.2 ((M+H)+.). Starting materials: ClCc1ccc2c(c1)OCO2, CCC(=O)OCl, CS(C)=O, [H-], [Na+], O=C1NS(=O)(=O)c2ccccc21. The product is O=S1(=O)NC=Cc2ccccc21. Reaction SMILES: [CH2:15]1[O:16][c:17]2[cH:18][cH:19][c:20]([CH2:21][Cl:22])[cH:23][c:24]2[O:25]1.[CH3:26][CH2:27][C:28]([O:29][Cl:30])=[O:31].[CH3:32][S:33]([CH3:34])=[O:35].[H-:13].[Na+:14].[O:1]=[C:2]1[NH:3][S:4](=[O:5])(=[O:6])[c:7]2[cH:8][cH:9][cH:10][cH:11][c:12]21>>[CH:2]1=[CH:15][NH:3][S:4](=[O:5])(=[O:6])[c:7]2[cH:8][cH:9][cH:10][cH:11][c:12]21.